Dataset: the Open Reaction Database (ORD), a public repository of structured organic reaction records. Task: describe an organic reaction: reactants, conditions, products, and yield Starting materials: NC1=C2C=CN(C(C2=CC=C1)=O)CC1=CC2=C(OCCO2)C=C1 (5-Amino-2-(2,3-dihydro-benzo[1,4]dioxin-6-ylmethyl)-2H-isoquinolin-1-one), N(=O)[O-].[Na+] (sodium nitrite), CS(=O)C (dimethyl sulfoxide), I (hydrogen iodide), CS(=O)C (dimethyl sulfoxide), C(=O)(O)[O-].[Na+] (NaHCO3). Conditions: time 1 hour. Product: O1CCOC2=C1C=CC(=C2)CN2C(C1=CC=CC(=C1C=C2)I)=O (2-((2,3-dihydrobenzo[1,4]dioxin-6-yl)methyl)-5-iodoisoquinolin-1(2H)-one). Reaction SMILES: N[C:2]1[CH:11]=[CH:10][CH:9]=[C:8]2[C:3]=1[CH:4]=[CH:5][N:6]([CH2:13][C:14]1[CH:23]=[CH:22][C:17]3[O:18][CH2:19][CH2:20][O:21][C:16]=3[CH:15]=1)[C:7]2=[O:12].N([O-])=O.[Na+].CS(C)=O.[IH:32].C([O-])(O)=O.[Na+]>>[O:18]1[C:17]2[CH:22]=[CH:23][C:14]([CH2:13][N:6]3[CH:5]=[CH:4][C:3]4[C:8](=[CH:9][CH:10]=[CH:11][C:2]=4[I:32])[C:7]3=[O:12])=[CH:15][C:16]=2[O:21][CH2:20][CH2:19]1 |f:1.2,5.6|. Procedure details: 5-Amino-2-(2,3-dihydro-benzo[1,4]dioxin-6-ylmethyl)-2H-isoquinolin-1-one (260 mg, 0.00084 mol) was added to a solution of sodium nitrite (200 mg, 0.003 mol) in dimethyl sulfoxide (4 mL, 0.06 mol) at 35° C. Aqueous hydrogen iodide (0.5 mL, 0.004 mol) in dimethyl sulfoxide (4 mL, 0.06 mol) was added, and the reaction mixture was stirred for 1 hour. The cooled reaction mixture was neutralized with sat. aq. NaHCO3 and extracted with methylene chloride (3×50 mL). The combined methylene chloride extra... Reactants: ClC=1C(=C(C=2N(N1)C=CN2)NC=2C=C(C=CC2)O)C (3-(6-chloro-7-methylimidazo[1,2-b]pyridazin-8-ylamino)phenol), 1a, N[C@@H]1CC[C@H](CC1)N (trans-1,4-diaminocyclohexane). Solvent: O (water), CO (MeOH). Reaction conditions: time 24 hour. The product is N[C@@H]1CC[C@H](CC1)NC=1C(=C(C=2N(N1)C=CN2)NC=2C=C(C=CC2)O)C (3-((6-((trans-4-aminocyclohexyl)amino)-7-methylimidazo[1,2-b]pyridazin-8-yl)amino)phenol). Yield: 50.7%. Reaction SMILES: Cl[C:2]1[C:3]([CH3:19])=[C:4]([NH:11][C:12]2[CH:13]=[C:14]([OH:18])[CH:15]=[CH:16][CH:17]=2)[C:5]2[N:6]([CH:8]=[CH:9][N:10]=2)[N:7]=1.[NH2:20][C@H:21]1[CH2:26][CH2:25][C@H:24]([NH2:27])[CH2:23][CH2:22]1>O.CO>[NH2:20][C@H:21]1[CH2:26][CH2:25][C@H:24]([NH:27][C:2]2[C:3]([CH3:19])=[C:4]([NH:11][C:12]3[CH:13]=[C:14]([OH:18])[CH:15]=[CH:16][CH:17]=3)[C:5]3[N:6]([CH:8]=[CH:9][N:10]=3)[N:7]=2)[CH2:23][CH2:22]1. Reported procedure: In a 2 dram reaction vial was added 3-(6-chloro-7-methylimidazo[1,2-b]pyridazin-8-ylamino)phenol (0.011 g, 0.028 mmol) from 1a and trans-1,4-diaminocyclohexane (1.0 g, 8.0 mmol). The mixture was allowed to melt at 160° C. for 24 hrs. The melt was then cooled, diluted with water and MeOH, and then purified by preparative HPLC to give 0.005 g of the title compound as a TFA salt. 1H NMR (400 MHz, MeOD) δ ppm 8.01 (1H, s), 7.73 (1H, s), 7.11 (1H, t, J=8.14 Hz), 6.48 (1H, d, J=7.63 Hz), 6.28 (1H, s),... The reactants are O=C([O-])[O-], C=CCBr, CC(=O)CC(C)C, [K+], [K+], Cc1ccccc1Sc1ccccc1O. The product is C=CCc1cccc(Sc2ccccc2C)c1O. Reaction SMILES: [C:20](=[O:21])([O-:22])[O-:23].[CH2:16]([CH:17]=[CH2:18])[Br:19].[CH2:26]([C:27]([CH3:28])=[O:29])[CH:30]([CH3:31])[CH3:32].[K+:24].[K+:25].[c:1]1([CH3:15])[c:2]([S:7][c:8]2[c:9]([OH:14])[cH:10][cH:11][cH:12][cH:13]2)[cH:3][cH:4][cH:5][cH:6]1>>[c:1]1([CH3:15])[c:2]([S:7][c:8]2[c:9]([OH:14])[c:10]([CH2:18][CH:17]=[CH2:16])[cH:11][cH:12][cH:13]2)[cH:3][cH:4][cH:5][cH:6]1.